Dataset: the Open Reaction Database (ORD), a public repository of structured organic reaction records. Task: describe an organic reaction: reactants, conditions, products, and yield Starting materials: 140, CC1=CC=CC=C1CCl (o-xylyl chloride), 162, O.O.B(F)(F)F (boron fluoride dihydrate), O.S(O)(O)(=O)=O (sulfuric acid monohydrate). Solvent: C1=CC=CC=C1 (benzene). Conditions: time 6 hour. Product: C(C1=CC=CC=C1)C1=C(C=CC=C1)C (o-benzyltoluene). The yield is 90.0%. RXN SMILES: [CH3:1][C:2]1[C:7]([CH2:8]Cl)=[CH:6][CH:5]=[CH:4][CH:3]=1.O.O.B(F)(F)F.O.S(=O)(=O)(O)O>C1C=CC=CC=1>[CH2:8]([C:7]1[CH:6]=[CH:5][CH:4]=[CH:3][C:2]=1[CH3:1])[C:2]1[CH:7]=[CH:6][CH:5]=[CH:4][CH:3]=1 |f:1.2.3,4.5|. Reported procedure: A solution of 140 parts of o-xylyl chloride and 500 parts of benzene is added to a mixture of 162 parts of boron fluoride dihydrate and 16 parts of sulfuric acid monohydrate at from 75° to 78° C, whilst stirring vigorously. After a further 6 hours, the organic phase is separated off and 162 parts (90% of theory) of o-benzyltoluene boiling at 98° C at 0.2 mm Hg are isolated by distillation. Reactants: ClCCC(CC(=C)C)(O)C1=CC=CC=C1 (1-chloro-5-methyl-3-phenyl-hex-5-en-3-ol), BrC1=C(C=C(C=C1)[C@H](C)N=C=O)C ((S)-1-bromo-4-(1-isocyanato-ethyl)-2-methyl-benzene), BrC1=CC=C(C=C1)[C@H](C)N1C(O[C@](CC1)(C1=CC=CC=C1)CC(=C)C)=O (3-[(S)-1-(4-bromo-phenyl)-ethyl]-(R)-6-(2-methyl-allyl)-6-phenyl-[1,3]oxazinan-2-one). The product is BrC1=C(C=C(C=C1)[C@H](C)N1C(O[C@](CC1)(C1=CC=CC=C1)CC(=C)C)=O)C (3-[(S)-1-(4-Bromo-3-methyl-phenyl)-ethyl]-(R)-6-(2-methyl-allyl)-6-phenyl-[1,3]oxazinan-2-one). RXN SMILES: Cl[CH2:2][CH2:3][C:4]([C:10]1[CH:15]=[CH:14][CH:13]=[CH:12][CH:11]=1)([OH:9])[CH2:5][C:6]([CH3:8])=[CH2:7].[Br:16][C:17]1[CH:22]=[CH:21][C:20]([C@@H:23]([N:25]=[C:26]=[O:27])[CH3:24])=[CH:19][C:18]=1[CH3:28].BrC1C=CC([C@@H](N2CC[C@](CC(C)=C)(C3C=CC=CC=3)OC2=O)C)=CC=1>>[Br:16][C:17]1[CH:22]=[CH:21][C:20]([C@@H:23]([N:25]2[CH2:2][CH2:3][C@:4]([CH2:5][C:6]([CH3:8])=[CH2:7])([C:10]3[CH:15]=[CH:14][CH:13]=[CH:12][CH:11]=3)[O:9][C:26]2=[O:27])[CH3:24])=[CH:19][C:18]=1[CH3:28]. Reported procedure: The title compound was prepared from 1-chloro-5-methyl-3-phenyl-hex-5-en-3-ol and (S)-1-bromo-4-(1-isocyanato-ethyl)-2-methyl-benzene following a procedure analogous to that described in Step 1 of Example 96. Mass spectrum (ESI+): m/z=428/430 (Br) [M+H]+; 1H NMR (400 MHz, DMSO-d6) 1.40 (d, J=6.9 Hz, 3H), 1.55 (s, 3H), 2.13 (s, 3H) superimposed on 2.07-2.18 (m, 2H), 2.42-2.47 (m, 1H), 2.53 (broad s, 2H), 2.92-3.03 (m, 1H), 4.60 (hardly resolved m, 1H), 4.77 (hardly resolved m, 1H), 5.33 (q, J=6.9... As a reaction SMILES: [CH2:1]([CH2:2][CH:3]([CH3:4])[CH2:5][CH2:6][CH2:7][CH:8]([CH3:9])[CH2:10][CH2:11][CH2:12][CH:13]([CH3:14])[CH2:15][CH2:16][CH2:17][CH:18]([CH3:19])[CH3:20])[OH:21].[Cl:22][C:23]([Cl:24])([O:25][C:26](=[O:27])[O:28][C:29]([Cl:30])([Cl:31])[Cl:32])[Cl:33].[Cl:40][CH2:41][Cl:42].[cH:34]1[cH:35][cH:36][n:37][cH:38][cH:39]1>>[CH2:1]([CH2:2][CH:3]([CH3:4])[CH2:5][CH2:6][CH2:7][CH:8]([CH3:9])[CH2:10][CH2:11][CH2:12][CH:13]([CH3:14])[CH2:15][CH2:16][CH2:17][CH:18]([CH3:19])[CH3:20])[O:21][C:23]([Cl:22])=[O:25]. Reactants: CC(C)CCCC(C)CCCC(C)CCCC(C)CCO, O=C(OC(Cl)(Cl)Cl)OC(Cl)(Cl)Cl, ClCCl, c1ccncc1. The product is CC(C)CCCC(C)CCCC(C)CCCC(C)CCOC(=O)Cl.